Dataset: the Open Reaction Database (ORD), a public repository of structured organic reaction records. Task: describe an organic reaction: reactants, conditions, products, and yield Starting materials: CCCCCC(=O)[O-], CCC1CC2C3CCC4=CC(=O)CCC4C3CCC2(C)C1OC(=O)CBr, CC(C)=O, [Na+]. Product: CCCCCC(=O)OCC(=O)OC1C(CC)CC2C3CCC4=CC(=O)CCC4C3CCC21C. RXN SMILES: [C:27]([CH2:28][CH2:29][CH2:30][CH2:31][CH3:32])(=[O:33])[O-:34].[CH2:1]([CH3:2])[CH:3]1[CH:4]([O:22][C:23]([CH2:24][Br:25])=[O:26])[C:5]2([CH3:6])[CH:7]([CH2:8]1)[CH:9]1[CH2:10][CH2:11][C:12]3=[CH:13][C:14](=[O:21])[CH2:15][CH2:16][CH:17]3[CH:18]1[CH2:19][CH2:20]2.[CH3:36][C:37](=[O:38])[CH3:39].[Na+:35]>>[CH2:1]([CH3:2])[CH:3]1[CH:4]([O:22][C:23]([CH2:24][O:34][C:27]([CH2:28][CH2:29][CH2:30][CH2:31][CH3:32])=[O:33])=[O:26])[C:5]2([CH3:6])[CH:7]([CH2:8]1)[CH:9]1[CH2:10][CH2:11][C:12]3=[CH:13][C:14](=[O:21])[CH2:15][CH2:16][CH:17]3[CH:18]1[CH2:19][CH2:20]2. The reactants are C(C1=CC=CC=C1)NC=1C=C(C(=O)O)C=C(C1C1=CC=CC=C1)S(=O)(=O)Cl (3-benzylamino-5-chlorosulfonyl-4-phenylbenzoic acid), C(CCC)OC=1C=C(C(=O)O)C=C(C1C1=CC=CC=C1)S(=O)(=O)Cl (3-n-butoxy-5-chlorosulfonyl-4-phenylbenzoic acid). Yields the product C(CCC)OC=1C=C(C(=O)O)C=C(C1C1=CC=CC=C1)S(N)(=O)=O (3-n-butoxy-4-phenyl-5-sulfamylbenzoic acid). RXN SMILES: C([NH:8]C1C=C(C=C(S(Cl)(=O)=O)C=1C1C=CC=CC=1)C(O)=O)C1C=CC=CC=1.[CH2:28]([O:32][C:33]1[CH:34]=[C:35]([CH:39]=[C:40]([S:48](Cl)(=[O:50])=[O:49])[C:41]=1[C:42]1[CH:47]=[CH:46][CH:45]=[CH:44][CH:43]=1)[C:36]([OH:38])=[O:37])[CH2:29][CH2:30][CH3:31]>>[CH2:28]([O:32][C:33]1[CH:34]=[C:35]([CH:39]=[C:40]([S:48](=[O:50])(=[O:49])[NH2:8])[C:41]=1[C:42]1[CH:47]=[CH:46][CH:45]=[CH:44][CH:43]=1)[C:36]([OH:38])=[O:37])[CH2:29][CH2:30][CH3:31]. Procedure: By replacing in Example 1, step G, 3-benzylamino-5-chlorosulfonyl-4-phenylbenzoic acid with 3-n-butoxy-5-chlorosulfonyl-4-phenylbenzoic acid, and following the procedure described, 3-n-butoxy-4-phenyl-5-sulfamylbenzoic acid is obtained crystallizing with 0.25 mole of water with a melting point of 129°-131° C.